This data is from the Open Reaction Database (ORD), a public repository of structured organic reaction records. The task is: describe an organic reaction: reactants, conditions, products, and yield Reactants: BrC=1C(=NC=C(C(=O)NC2=CC=C(C=C2)SC(F)(F)F)C1)N1C[C@@H](CC1)O ((R)-5-bromo-6-(3-hydroxypyrrolidin-1-yl)-N-(4-((trifluoromethyl)thio)phenyl)nicotinamide), N1N=CC=C1 (1H-pyrazole). Product: O[C@H]1CN(CC1)C1=NC=C(C(=O)NC2=CC=C(C=C2)SC(F)(F)F)C=C1C1=CC=NN1 ((R)-6-(3-Hydroxypyrrolidin-1-yl)-5-(1H-pyrazol-5-yl)-N-(4-((trifluoromethyl)thio)phenyl)nicotinamide). Reaction SMILES: Br[C:2]1[C:3]([N:22]2[CH2:26][CH2:25][C@@H:24]([OH:27])[CH2:23]2)=[N:4][CH:5]=[C:6]([CH:21]=1)[C:7]([NH:9][C:10]1[CH:15]=[CH:14][C:13]([S:16][C:17]([F:20])([F:19])[F:18])=[CH:12][CH:11]=1)=[O:8].[NH:28]1[CH:32]=[CH:31][CH:30]=[N:29]1>>[OH:27][C@@H:24]1[CH2:25][CH2:26][N:22]([C:3]2[C:2]([C:30]3[NH:29][N:28]=[CH:32][CH:31]=3)=[CH:21][C:6]([C:7]([NH:9][C:10]3[CH:15]=[CH:14][C:13]([S:16][C:17]([F:20])([F:19])[F:18])=[CH:12][CH:11]=3)=[O:8])=[CH:5][N:4]=2)[CH2:23]1. Procedure: The title compound was prepared in an analogous fashion to that described in Example 9 using (R)-5-bromo-6-(3-hydroxypyrrolidin-1-yl)-N-(4-((trifluoromethyl)thio)phenyl)nicotinamide (Stage 11.1) and 5-(4,4,5,5-tetramethyl-1,3,2-dioxaborolan-2-yl)-1-(2-(trimethylsilyl)ethoxy)methyl)-1H-pyrazole to afford a white solid. UPLC-MS (Condition 3) tR=0.97 min, m/z=450.2 [M+H]+, m/z=448.1 [M−H]−; 1H-NMR (400 MHz, DMSO-d6) δ ppm 1.67-1.78 (m, 1H) 1.78-1.88 (m, 1H) 2.94 (d, J=11.92 Hz, 1H) 3.19-3.34 (m, 2H... The reactants are B1(OO1)[O-].O.O.O.O.[Na+] (Sodium perborate tetrahydrate), N1(C=CC2=CC=CC=C12)C1=CC=C(C2=CC=C(C=C2)CSC[C@@H](C(=O)O)NC(CC2=CC=CC=C2)=O)C=C1 ((2R)-3-(4′-indol-1-ylbiphen-4-ylmethylsulfanyl)-2-phenylacetylamino-propionic acid). Solvent: C(C)(=O)O (acetic acid), C(C)(=O)OCC (ethyl acetate). Conditions: temperature 40 celsius, time 2 hour. The product is N1(C=CC2=CC=CC=C12)C1=CC=C(C2=CC=C(C=C2)CS(=O)C[C@@H](C(=O)O)NC(CC2=CC=CC=C2)=O)C=C1 ((2R)-3-(4′-Indol-1-ylbiphen-4-ylmethylsulfinyl)-2-phenylacetylamino-propionic acid). As a reaction SMILES: B1([O-])OO1.[OH2:5].O.O.O.[Na+].[N:10]1([C:19]2[CH:47]=[CH:46][C:22]([C:23]3[CH:28]=[CH:27][C:26]([CH2:29][S:30][CH2:31][C@H:32]([NH:36][C:37](=[O:45])[CH2:38][C:39]4[CH:44]=[CH:43][CH:42]=[CH:41][CH:40]=4)[C:33]([OH:35])=[O:34])=[CH:25][CH:24]=3)=[CH:21][CH:20]=2)[C:18]2[C:13](=[CH:14][CH:15]=[CH:16][CH:17]=2)[CH:12]=[CH:11]1>C(O)(=O)C.C(OCC)(=O)C>[N:10]1([C:19]2[CH:20]=[CH:21][C:22]([C:23]3[CH:24]=[CH:25][C:26]([CH2:29][S:30]([CH2:31][C@H:32]([NH:36][C:37](=[O:45])[CH2:38][C:39]4[CH:44]=[CH:43][CH:42]=[CH:41][CH:40]=4)[C:33]([OH:35])=[O:34])=[O:5])=[CH:27][CH:28]=3)=[CH:46][CH:47]=2)[C:18]2[C:13](=[CH:14][CH:15]=[CH:16][CH:17]=2)[CH:12]=[CH:11]1 |f:0.1.2.3.4.5|. Procedure details: Sodium perborate tetrahydrate (97 mg, 0.63 mmol) was added as a solid to a stirred solution of (2R)-3-(4′-indol-1-ylbiphen-4-ylmethylsulfanyl)-2-phenylacetylamino-propionic acid (300 mg, 0.58 mmol) in acetic acid (10 mL) at 40° C. This solution was stirred at 40° C. for 2 hours (HPLC control) and then diluted with ethyl acetate (50 mL), washed with water, brine (2×), dried over anhydrous MgSO4, filtered and concentrated in vacuo. Purification of the product by flash column chromatography, using ... Reactants: [BH4-], C1CCOC1, [Na+], NC(COCc1ccccc1)C(=O)O. Reaction SMILES: [BH4-:15].[CH2:17]1[O:18][CH2:19][CH2:20][CH2:21]1.[Na+:16].[c:1]1([CH2:7][O:8][CH2:9][CH:10]([NH2:11])[C:12](=[O:13])[OH:14])[cH:2][cH:3][cH:4][cH:5][cH:6]1>>[c:1]1([CH2:7][O:8][CH2:9][CH:10]([NH2:11])[CH2:12][OH:13])[cH:2][cH:3][cH:4][cH:5][cH:6]1. The product is NC(CO)COCc1ccccc1. Reactants: O (Water), ClC=1C(C(=C(C(C1Cl)=O)C#N)C#N)=O (2,3-dichloro-5,6-dicyano-1,4-benzoquinone), C(C)(C)(C)C1=CC=C(C=C1)\C(=C/[C@H]1CCC(N1CC1=C(C=C(C=C1)OC)OC)=O)\C1=NC(=C(C=C1)OC)OCC1=CC=C(C=C1)OC ((5R)-5-[(E)-2-(4-tert-butylphenyl)-2-{5-methoxy-6-[(4-methoxybenzyl)oxy]-pyridin-2-yl}ethenyl]-1-(2,4-dimethoxybenzyl)pyrrolidin-2-one). The solvent is C(Cl)(Cl)Cl (chloroform), C(Cl)(Cl)Cl (Chloroform). Conditions: temperature 65 celsius, time 21 hour. Product: C(C)(C)(C)C1=CC=C(C=C1)/C(=C\[C@@H]1N(C(CC1)=O)CC1=C(C=C(C=C1)OC)OC)/C1=CC=C(C(N1)=O)OC (6-{(E)-1-(4-tert-butylphenyl)-2-[(2R)-1-(2,4-dimethoxybenzyl)-5-oxopyrrolidin-2-yl]ethenyl}-3-methoxypyridin-2(1H)-one). The yield is 39.7%. Reaction SMILES: O.ClC1C(=O)C(C#N)=C(C#N)C(=O)C=1Cl.[C:16]([C:20]1[CH:25]=[CH:24][C:23](/[C:26](/[C:45]2[CH:50]=[CH:49][C:48]([O:51][CH3:52])=[C:47]([O:53]CC3C=CC(OC)=CC=3)[N:46]=2)=[CH:27]\[C@@H:28]2[N:32]([CH2:33][C:34]3[CH:39]=[CH:38][C:37]([O:40][CH3:41])=[CH:36][C:35]=3[O:42][CH3:43])[C:31](=[O:44])[CH2:30][CH2:29]2)=[CH:22][CH:21]=1)([CH3:19])([CH3:18])[CH3:17]>C(Cl)(Cl)Cl>[C:16]([C:20]1[CH:21]=[CH:22][C:23](/[C:26](/[C:45]2[NH:46][C:47](=[O:53])[C:48]([O:51][CH3:52])=[CH:49][CH:50]=2)=[CH:27]\[C@H:28]2[CH2:29][CH2:30][C:31](=[O:44])[N:32]2[CH2:33][C:34]2[CH:39]=[CH:38][C:37]([O:40][CH3:41])=[CH:36][C:35]=2[O:42][CH3:43])=[CH:24][CH:25]=1)([CH3:19])([CH3:17])[CH3:18]. Procedure details: Water (0.2 mL) and 2,3-dichloro-5,6-dicyano-1,4-benzoquinone (72 mg) were added to a solution of (5R)-5-[(E)-2-(4-tert-butylphenyl)-2-{5-methoxy-6-[(4-methoxybenzyl)oxy]-pyridin-2-yl}ethenyl]-1-(2,4-dimethoxybenzyl)pyrrolidin-2-one (202 mg) in chloroform (4 mL), and the mixture was stirred at 65° C. for 21 hours. Chloroform was added. After filtration, the solvent was evaporated under reduced pressure. The resulting residue was purified by silica gel column chromatography (chloroform:methanol=1:... RXN SMILES: [CH3:1][O:2][c:3]1[cH:4][cH:5][c:6]([N:13]2[CH2:14][CH2:15][O:16][CH2:17][CH2:18]2)[c:7]2[c:8]1[n:9][c:10]([NH2:12])[s:11]2.[c:19]1([O:25][C:26](=[O:20])[c:28]2[cH:29][n:30][n:31]([CH2:33][CH2:34][N:35]([CH3:36])[CH3:37])[cH:32]2)[cH:21][cH:22][cH:23][cH:24][cH:27]1>>[CH3:1][O:2][c:3]1[cH:4][cH:5][c:6]([N:13]2[CH2:14][CH2:15][O:16][CH2:17][CH2:18]2)[c:7]2[c:8]1[n:9][c:10]([NH:12][C:26](=[O:25])[c:28]1[cH:29][n:30][n:31]([CH2:33][CH2:34][N:35]([CH3:36])[CH3:37])[cH:32]1)[s:11]2. The reactants are COc1ccc(N2CCOCC2)c2sc(N)nc12, CN(C)CCn1cc(C(=O)Oc2ccccc2)cn1. Yields the product COc1ccc(N2CCOCC2)c2sc(NC(=O)c3cnn(CCN(C)C)c3)nc12. Procedure details: This material was prepared in analogy to example 1 from 6-(2-cyclopropyl-ethoxymethyl)-pyridin-2-ylamine (0.08 g) and 3-(trifluormethyl)-benzenesulfonyl chloride (0.11 g) as a light yellow gum (0.106 g). MS (ESI−): 399.2 ([M−H]−). Starting materials: C1(CC1)CCOCC1=CC=CC(=N1)N (6-(2-cyclopropyl-ethoxymethyl)-pyridin-2-ylamine), FC(C=1C=C(C=CC1)S(=O)(=O)Cl)(F)F (3-(trifluormethyl)-benzenesulfonyl chloride). Yields the product C1(CC1)CCOCC1=CC=CC(=N1)NS(=O)(=O)C1=CC(=CC=C1)C(F)(F)F (N-[6-(2-Cyclopropyl-ethoxymethyl)-pyridin-2-yl]-3-trifluoromethyl-benzenesulfonamide). RXN SMILES: [CH:1]1([CH2:4][CH2:5][O:6][CH2:7][C:8]2[N:13]=[C:12]([NH2:14])[CH:11]=[CH:10][CH:9]=2)[CH2:3][CH2:2]1.[F:15][C:16]([F:28])([F:27])[C:17]1[CH:18]=[C:19]([S:23](Cl)(=[O:25])=[O:24])[CH:20]=[CH:21][CH:22]=1>>[CH:1]1([CH2:4][CH2:5][O:6][CH2:7][C:8]2[N:13]=[C:12]([NH:14][S:23]([C:19]3[CH:20]=[CH:21][CH:22]=[C:17]([C:16]([F:15])([F:27])[F:28])[CH:18]=3)(=[O:25])=[O:24])[CH:11]=[CH:10][CH:9]=2)[CH2:3][CH2:2]1. Reactants: [Li]CCCC, CN(C)CCCl, CCCCCC, O, c1ccc2c(c1)CSc1ccccc1S2. Yields the product CN(C)CCC1Sc2ccccc2Sc2ccccc21. As a reaction SMILES: [CH2:16]([Li:17])[CH2:18][CH2:19][CH3:20].[CH3:22][N:23]([CH2:24][CH2:25][Cl:26])[CH3:27].[CH3:28][CH2:29][CH2:30][CH2:31][CH2:32][CH3:33].[OH2:21].[cH:1]1[cH:2][cH:3][cH:4][c:5]2[c:11]1[CH2:10][S:9][c:8]1[c:7]([cH:15][cH:14][cH:13][cH:12]1)[S:6]2>>[cH:1]1[cH:2][cH:3][cH:4][c:5]2[c:11]1[CH:10]([CH2:25][CH2:24][N:23]([CH3:22])[CH3:27])[S:9][c:8]1[c:7]([cH:15][cH:14][cH:13][cH:12]1)[S:6]2.